From a dataset of the Open Reaction Database (ORD), a public repository of structured organic reaction records. describe an organic reaction: reactants, conditions, products, and yield The reactants are N#Cc1cccnc1, CC(=O)O, OO. The product is N#Cc1ccc[n+]([O-])c1. RXN SMILES: [C:1](#[N:2])[c:3]1[cH:4][n:5][cH:6][cH:7][cH:8]1.[CH3:11][C:12](=[O:13])[OH:14].[OH:9][OH:10]>>[C:1](#[N:2])[c:3]1[cH:4][n+:5]([O-:9])[cH:6][cH:7][cH:8]1.